describe an organic reaction: reactants, conditions, products, and yield From a dataset of the Open Reaction Database (ORD), a public repository of structured organic reaction records. The reactants are CS(C)=O, [O-][Cl+][O-], O=Cc1cc2ccoc2c(Cl)n1, [K+], [Na+], [Na+], [OH-], O, O=P([O-])(O)O. The product is O=C(O)c1cc2ccoc2c(Cl)n1. Reaction SMILES: [CH3:25][S:26]([CH3:27])=[O:28].[Cl+:19]([O-:20])[O-:21].[Cl:1][c:2]1[n:3][c:4]([CH:11]=[O:12])[cH:5][c:6]2[c:7]1[o:8][cH:9][cH:10]2.[K+:18].[Na+:22].[Na+:24].[OH-:23].[OH2:29].[P:13](=[O:14])([O-:15])([OH:16])[OH:17]>>[Cl:1][c:2]1[n:3][c:4]([C:11](=[O:12])[OH:14])[cH:5][c:6]2[c:7]1[o:8][cH:9][cH:10]2. Reaction conditions: temperature 65 celsius. Reported procedure: In a round bottom flask was placed (2,3-dihydro-benzo[b]thiophen-5-yl)-acetic acid (525 mg, 2.70 mmol), methanol (15 mL) and hydrochloric acid (2 drops). The reaction mixture was heated to 65° C. for 16 h. It was then concentrated in vacuo to remove the methanol, diluted with water (20 mL) and extracted with ethyl acetate (3×20 mL). The organic layers were combined and washed with a saturated aqueous sodium bicarbonate solution (10 mL), dried over magnesium sulfate, filtered and concentrated in ... Reaction SMILES: [S:1]1[CH2:5][CH2:4][C:3]2[CH:6]=[C:7]([CH2:10][C:11]([OH:13])=[O:12])[CH:8]=[CH:9][C:2]1=2.[CH3:14]O>Cl>[CH3:14][O:12][C:11](=[O:13])[CH2:10][C:7]1[CH:8]=[CH:9][C:2]2[S:1][CH2:5][CH2:4][C:3]=2[CH:6]=1. The reagents and catalysts are Cl (hydrochloric acid). Yield: 94.0%. Product: COC(CC1=CC2=C(SCC2)C=C1)=O ((2,3-dihydro-benzo[b]thiophen-5-yl)-acetic acid methyl ester). The reactants are S1C2=C(CC1)C=C(C=C2)CC(=O)O ((2,3-dihydro-benzo[b]thiophen-5-yl)-acetic acid), CO (methanol). Starting materials: BrCC(=O)N(C)C (2-bromo-N,N-dimethylacetamide), CC1=NNC=C1[N+](=O)[O-] (3-methyl-4-nitropyrazole), [H-].[Na+] (NaH), oil. The solvent is CN(C)C=O (DMF), CN(C)C=O (DMF). Reaction conditions: time 30 minute. Yields the product CN(C(CN1N=C(C(=C1)[N+](=O)[O-])C)=O)C (N,N-Dimethyl-2-(3-methyl-4-nitro-pyrazol-1-yl)-acetamide). As a reaction SMILES: [CH3:1][C:2]1[C:6]([N+:7]([O-:9])=[O:8])=[CH:5][NH:4][N:3]=1.[H-].[Na+].Br[CH2:13][C:14]([N:16]([CH3:18])[CH3:17])=[O:15]>CN(C=O)C>[CH3:17][N:16]([CH3:18])[C:14](=[O:15])[CH2:13][N:4]1[CH:5]=[C:6]([N+:7]([O-:9])=[O:8])[C:2]([CH3:1])=[N:3]1 |f:1.2|. Reported procedure: To a solution of 3-methyl-4-nitropyrazole (Apollo, Cheshire, UK, 500 mg, 3.93 mmol) in DMF (10 ml) was added 55% NaH in oil (198 mg, 4.54 mmol) and the reaction mixture was stirred for 30 min at rt. Then to the reaction mixture was added a solution of 2-bromo-N,N-dimethylacetamide (stage L.3, 720 mg, 4.34 mmol) in DMF (3 ml). The reaction mixture was stirred for 1 h at it then quenched with saturated aqueous NaHCO3 and extracted with EtOAc (2×). The combined organic layers were washed with water... Reactants: CC([C@@H](C(NC)=O)NC([C@H](CCCCCCC)C[C@H](CSC(C1=CC=CC=C1)(C1=CC=CC=C1)C1=CC=CC=C1)O)=O)(C)C ((2R)-2-((2R)-2-Hydroxy-3-tritylsulfanylpropyl)nonanoic acid ((1S)-2,2-dimethyl-1-methylcarbamoylpropyl)amide), C(C)[SiH](CC)CC (triethylsilane), FC(C(=O)O)(F)F (trifluoroacetic acid). Solvent: ClCCl (dichloromethane). Reaction conditions: time 0.5 hour. Yields the product CC([C@@H](C(NC)=O)NC([C@H](CCCCCCC)C[C@H](CS)O)=O)(C)C ((2R)-2-((2R)-2-Hydroxy-3-mercaptopropyl)nonanoic acid ((1S)-2,2-dimethyl-1-methylcarbamoylpropyl)amide). The yield is 61.8%. As a reaction SMILES: [CH3:1][C:2]([CH3:44])([CH3:43])[C@H:3]([NH:8][C:9](=[O:42])[C@@H:10]([CH2:18][C@@H:19]([OH:41])[CH2:20][S:21]C(C1C=CC=CC=1)(C1C=CC=CC=1)C1C=CC=CC=1)[CH2:11][CH2:12][CH2:13][CH2:14][CH2:15][CH2:16][CH3:17])[C:4](=[O:7])[NH:5][CH3:6].C([SiH](CC)CC)C.FC(F)(F)C(O)=O>ClCCl>[CH3:43][C:2]([CH3:1])([CH3:44])[C@H:3]([NH:8][C:9](=[O:42])[C@@H:10]([CH2:18][C@@H:19]([OH:41])[CH2:20][SH:21])[CH2:11][CH2:12][CH2:13][CH2:14][CH2:15][CH2:16][CH3:17])[C:4](=[O:7])[NH:5][CH3:6]. Procedure: To a solution of 0.700 g (1.136 mmol) of the product of Example 33 and 0.363 mL (2.273 mmol) of triethylsilane dissolved in 10 mL of dichloromethane was dropwise added 10 mL of trifluoroacetic acid. The reaction mixture was stirred at room temperature for 0.5 h and then concentrated in vacuo. The residue was chromatographed on silica gel eluting with EtOAc/Hexanes (gradient: 1:3-1:1) to provide 0.263 g (62%) of the desired product as a colorless oil. Electrospray Mass Spec: 375.4 (M+H)+. The reactants are CC(=O)OO, COc1cccc(Oc2cccnc2)c1, CC(=O)O, CC(C)O. The product is COc1cccc(Oc2ccc[n+]([O-])c2)c1. RXN SMILES: [C:16]([O:17][OH:19])(=[O:18])[CH3:20].[CH3:1][O:2][c:3]1[cH:4][c:5]([O:6][c:7]2[cH:8][n:9][cH:10][cH:11][cH:12]2)[cH:13][cH:14][cH:15]1.[CH3:25][C:26](=[O:27])[OH:28].[CH:21]([OH:22])([CH3:23])[CH3:24]>>[CH3:1][O:2][c:3]1[cH:4][c:5]([O:6][c:7]2[cH:8][n+:9]([O-:18])[cH:10][cH:11][cH:12]2)[cH:13][cH:14][cH:15]1. Reactants: [H-].[Na+] (sodium hydride), Cl.NO (Hydroxylamine hydrochloride), C(C)(=O)C1=C(OC(CCC(=O)OCC)C2=C(C=CC=C2)C)C=C(C=C1)OCC1=CSC=C1 (ethyl (RS)-4-[2-acetyl-5-(3-thienylmethoxy)phenoxy]-4-(2-methylphenyl)butanoate), C(C(=O)OCC)(=O)OCC (diethyl oxalate). Run in C(C)(=O)O (acetic acid), C1(=CC=CC=C1)C (toluene), C(C)O (ethanol). Reaction conditions: time 18 hour. Yields the product C(C)OC(=O)C1=CC(=NO1)C1=C(OC(CCC(=O)OCC)C2=C(C=CC=C2)C)C=C(C=C1)OCC1=CSC=C1 (ethyl (RS)-4-[2-(5-ethoxycarbonylisoxazol-3-yl)-5-(3-thienylmethoxy)phenoxy]-4-(2-methylphenyl)butanoate). Isolated yield 72.4%. As a reaction SMILES: [C:1]([C:4]1[CH:25]=[CH:24][C:23]([O:26][CH2:27][C:28]2[CH:32]=[CH:31][S:30][CH:29]=2)=[CH:22][C:5]=1[O:6][CH:7]([C:15]1[CH:20]=[CH:19][CH:18]=[CH:17][C:16]=1[CH3:21])[CH2:8][CH2:9][C:10]([O:12][CH2:13][CH3:14])=[O:11])(=O)[CH3:2].[C:33]([O:40]CC)(=O)[C:34]([O:36][CH2:37][CH3:38])=[O:35].[H-].[Na+].Cl.[NH2:46]O>C1(C)C=CC=CC=1.C(O)C.C(O)(=O)C>[CH2:37]([O:36][C:34]([C:33]1[O:40][N:46]=[C:1]([C:4]2[CH:25]=[CH:24][C:23]([O:26][CH2:27][C:28]3[CH:32]=[CH:31][S:30][CH:29]=3)=[CH:22][C:5]=2[O:6][CH:7]([C:15]2[CH:20]=[CH:19][CH:18]=[CH:17][C:16]=2[CH3:21])[CH2:8][CH2:9][C:10]([O:12][CH2:13][CH3:14])=[O:11])[CH:2]=1)=[O:35])[CH3:38] |f:2.3,4.5|. Reported procedure: A solution of ethyl (RS)-4-[2-acetyl-5-(3-thienylmethoxy)phenoxy]-4-(2-methylphenyl)butanoate (2.91 g) and diethyl oxalate (2.82 g) in dry toluene are stirred at room temperature whilst adding sodium hydride (0.28 g, 60% dispersion in mineral oil) portionwise. The reaction mixture is heated at reflux for 5 hours then left at room temperature for 18 hours. Evaporation gives an orange oil which is dissolved in ethanol (100 mL) and treated with glacial acetic acid (1.5 mL). Hydroxylamine hydrochlor... Reactants: BrC1=CC=C(C=C1)C(C(=O)OC)C1=CC=CC=C1 (methyl 2-(4-bromophenyl)-2-phenylacetate), COC1=CC=C(C=C1)B(O)O (4-methoxyphenylboronic acid), C([O-])([O-])=O.[K+].[K+] (potassium carbonate). Reagents/catalysts: C=1C=CC(=CC1)[P](C=2C=CC=CC2)(C=3C=CC=CC3)[Pd]([P](C=4C=CC=CC4)(C=5C=CC=CC5)C=6C=CC=CC6)([P](C=7C=CC=CC7)(C=8C=CC=CC8)C=9C=CC=CC9)[P](C=1C=CC=CC1)(C=1C=CC=CC1)C=1C=CC=CC1 (Pd(PPh3)4). Solvent: COCCOC (DME), O (water), C(C)(=O)OCC (ethyl acetate). Conditions: temperature 80 celsius, time 16 hour. Product: COC1=CC=C(C=C1)C1=CC=C(C=C1)C(C(=O)OC)C1=CC=CC=C1 (methyl 2-(4′-methoxybiphenyl-4-yl)-2-phenylacetate). Yield: 30.6%. Reaction SMILES: Br[C:2]1[CH:7]=[CH:6][C:5]([CH:8]([C:13]2[CH:18]=[CH:17][CH:16]=[CH:15][CH:14]=2)[C:9]([O:11][CH3:12])=[O:10])=[CH:4][CH:3]=1.[CH3:19][O:20][C:21]1[CH:26]=[CH:25][C:24](B(O)O)=[CH:23][CH:22]=1.C(=O)([O-])[O-].[K+].[K+]>COCCOC.O.C(OCC)(=O)C.C1C=CC([P]([Pd]([P](C2C=CC=CC=2)(C2C=CC=CC=2)C2C=CC=CC=2)([P](C2C=CC=CC=2)(C2C=CC=CC=2)C2C=CC=CC=2)[P](C2C=CC=CC=2)(C2C=CC=CC=2)C2C=CC=CC=2)(C2C=CC=CC=2)C2C=CC=CC=2)=CC=1>[CH3:19][O:20][C:21]1[CH:26]=[CH:25][C:24]([C:2]2[CH:7]=[CH:6][C:5]([CH:8]([C:13]3[CH:18]=[CH:17][CH:16]=[CH:15][CH:14]=3)[C:9]([O:11][CH3:12])=[O:10])=[CH:4][CH:3]=2)=[CH:23][CH:22]=1 |f:2.3.4,^1:52,54,73,92|. Procedure details: To a degassed solution of bromide 54 (0.33 g, 1.081 mmol), 4-methoxyphenylboronic acid (0.181 g, 1.190 mmol), POT (0.023 g, 0.076 mmol) and potassium carbonate (0.747 g, 5.41 mmol) in DME (15 mL) and water (7.5 mL) was added Pd(PPh3)4 (0.087 g, 0.076 mmol). The reaction mixture was stirred at 80° C. for 16 h and diluted with ethyl acetate, washed with water, dried over Na2SO4, filtered and concentrated to afford compound 55 (0.11 g, 31% yield) as a white solid after purification by ISCO (2 to 40... Starting materials: C1=CC=C(C(=C1)C2=C3C=CC(=O)C=C3OC4=C2C=CC(=C4)[O-])C(=O)[O-].[Na+].[Na+] (C.I. 45350), C1=CC=C2C(=C1)C(=O)OC23C4=CC(=C(C(=C4OC5=C(C(=C(C=C35)I)O)I)I)O)I (tetra-iodo-fluorescein), C1=CC=C(C(=C1)C2=C3C=C(C(=O)C(=C3OC4=C(C(=C(C=C24)I)[O-])I)I)I)C(=O)[O-].[Na+].[Na+] (C.I. 45430). The product is C1=CC=C2C(=C1)C(=O)OC23C4=C(C=C(C=C4)[O-])OC5=C3C=CC(=C5)[O-].[Na+].[Na+] (Sodium Fluorescein). RXN SMILES: [CH:1]1[CH:6]=[C:5]([C:7]2[C:17]3[CH:18]=[CH:19][C:20]([O-:22])=[CH:21][C:16]=3[O:15][C:14]3[C:8]=2[CH:9]=[CH:10][C:11]([CH:13]=3)=[O:12])[C:4]([C:23]([O-:25])=[O:24])=[CH:3][CH:2]=1.[Na+:26].[Na+].C1C=C2C(OC3(C4C(=C(I)C(O)=C(I)C=4)OC4C3=CC(I)=C(O)C=4I)C2=CC=1)=O.C1C=C(C2C3C(=C(I)C([O-])=C(I)C=3)OC3C=2C=C(I)C(C=3I)=O)C(C([O-])=O)=CC=1.[Na+].[Na+]>>[CH:2]1[CH:3]=[C:4]2[C:23]([O:25][C:7]3([C:8]4[CH:9]=[CH:10][C:11]([O-:12])=[CH:13][C:14]=4[O:15][C:16]4[CH:21]=[C:20]([O-:22])[CH:19]=[CH:18][C:17]3=4)[C:5]2=[CH:6][CH:1]=1)=[O:24].[Na+:26].[Na+:26] |f:0.1.2,4.5.6,7.8.9|. Reported procedure: ##STR2## is an adsorption indicator dyestuff C.I. 45350. Erthrosin B (tetra-iodo-fluorescein) is an adsorption indicator dyestuff. C.I. 45430. all available from B.D.H. (Aust.) Pty. Ltd. Reactants: C(=O)(O)C12CCC(CC1)(CC2)NCC(=O)N2[C@@H](C[C@@H](C2)F)C#N ((2S,4S)-1-[[N-(4-carboxybicyclo[2.2.2]oct-1-yl)amino]acetyl]-4-fluoropyrrolidine-2-carbonitrile), CCCC(CCC)N (4-heptylamine). The product is F[C@H]1C[C@H](N(C1)C(CNC12CCC(CC1)(CC2)C(=O)NC(CCC)CCC)=O)C#N ((2S,4S)-4-fluoro-1-[[N-[4-[N-(4-heptyl)amino]carbonylbicyclo[2.2.2]oct-1-yl]amino]acetyl]pyrrolidine-2-carbonitrile). RXN SMILES: [C:1]([C:4]12[CH2:11][CH2:10][C:7]([NH:12][CH2:13][C:14]([N:16]3[CH2:20][C@@H:19]([F:21])[CH2:18][C@H:17]3[C:22]#[N:23])=[O:15])([CH2:8][CH2:9]1)[CH2:6][CH2:5]2)([OH:3])=O.[CH3:24][CH2:25][CH2:26][CH:27]([NH2:31])[CH2:28][CH2:29][CH3:30]>>[F:21][C@@H:19]1[CH2:20][N:16]([C:14](=[O:15])[CH2:13][NH:12][C:7]23[CH2:6][CH2:5][C:4]([C:1]([NH:31][CH:27]([CH2:28][CH2:29][CH3:30])[CH2:26][CH2:25][CH3:24])=[O:3])([CH2:9][CH2:8]2)[CH2:11][CH2:10]3)[C@H:17]([C:22]#[N:23])[CH2:18]1. Reported procedure: In a similar manner to Example 87, (2S,4S)-1-[[N-(4-carboxybicyclo[2.2.2]oct-1-yl)amino]acetyl]-4-fluoropyrrolidine-2-carbonitrile (50.0 mg) and 4-heptylamine (50.9 μL) were used to obtain (2S,4S)-4-fluoro-1-[[N-[4-[N-(4-heptyl)amino]carbonylbicyclo[2.2.2]oct-1-yl]amino]acetyl]pyrrolidine-2-carbonitrile (36.4 mg).